This data is from the Open Reaction Database (ORD), a public repository of structured organic reaction records. The task is: describe an organic reaction: reactants, conditions, products, and yield Starting materials: COc1ccc(NC2CCN(C(C)CC#N)CC2)cc1, CO, N. Yields the product COc1ccc(NC2CCN(C(C)CCN)CC2)cc1. As a reaction SMILES: [CH3:1][O:2][c:3]1[cH:4][cH:5][c:6]([NH:9][CH:10]2[CH2:11][CH2:12][N:13]([CH:16]([CH2:17][C:18]#[N:19])[CH3:20])[CH2:14][CH2:15]2)[cH:7][cH:8]1.[CH3:22][OH:23].[NH3:21]>>[CH3:1][O:2][c:3]1[cH:4][cH:5][c:6]([NH:9][CH:10]2[CH2:11][CH2:12][N:13]([CH:16]([CH2:17][CH2:18][NH2:19])[CH3:20])[CH2:14][CH2:15]2)[cH:7][cH:8]1. Run at time 30 minute. Procedure details: A mixture of benzhydrylidene-[4-(tert-butyldimethylsilyloxymethyl)-3-fluoropyridin-2-yl]-amine (14 mg, 32 μmol) and tetrabutylammonium fluoride (1 mol/L in THF) (65 μL, 65 μmol) in THE (0.5 mL) was stirred at room temperature for 30 minutes. Ethyl acetate was then added to the reaction solution, and the solution was washed with sodium hydrogen carbonate solution and saturated saline. The organic layer was dried over anhydrous magnesium sulfate, and the solvent was distilled away under reduced pr... RXN SMILES: [C:1](=[N:14][C:15]1[C:20]([F:21])=[C:19]([CH2:22][O:23][Si](C(C)(C)C)(C)C)[CH:18]=[CH:17][N:16]=1)([C:8]1[CH:13]=[CH:12][CH:11]=[CH:10][CH:9]=1)[C:2]1[CH:7]=[CH:6][CH:5]=[CH:4][CH:3]=1.[F-].C([N+](CCCC)(CCCC)CCCC)CCC>C(OCC)(=O)C>[C:1](=[N:14][C:15]1[C:20]([F:21])=[C:19]([CH2:22][OH:23])[CH:18]=[CH:17][N:16]=1)([C:2]1[CH:7]=[CH:6][CH:5]=[CH:4][CH:3]=1)[C:8]1[CH:9]=[CH:10][CH:11]=[CH:12][CH:13]=1 |f:1.2|. The reactants are C(C1=CC=CC=C1)(C1=CC=CC=C1)=NC1=NC=CC(=C1F)CO[Si](C)(C)C(C)(C)C (benzhydrylidene-[4-(tert-butyldimethylsilyloxymethyl)-3-fluoropyridin-2-yl]-amine), [F-].C(CCC)[N+](CCCC)(CCCC)CCCC (tetrabutylammonium fluoride). The solvent is C(C)(=O)OCC (Ethyl acetate). Product: C(C1=CC=CC=C1)(C1=CC=CC=C1)=NC1=NC=CC(=C1F)CO ([2-(Benzhydrylidene-amino)-3-fluoropyridin-4-yl]-methanol). Reactants: CN(C)c1nc(O)cc(O)n1, [Na+], [OH-], CCOS(=O)(=O)OCC. Product: CCOc1cc(O)nc(N(C)C)n1. Reaction SMILES: [CH3:1][N:2]([c:3]1[n:4][c:5]([OH:10])[cH:6][c:7]([OH:9])[n:8]1)[CH3:11].[Na+:13].[OH-:12].[S:14]([O:15][CH2:16][CH3:17])([O:20][CH2:18][CH3:19])(=[O:21])=[O:22]>>[CH3:1][N:2]([c:3]1[n:4][c:5]([O:10][CH2:18][CH3:19])[cH:6][c:7]([OH:9])[n:8]1)[CH3:11].